Dataset: the Open Reaction Database (ORD), a public repository of structured organic reaction records. Task: describe an organic reaction: reactants, conditions, products, and yield The reactants are C(#N)CCCC#CC=1C=C2C(=C(C(=NC2=CC1)CC(C)C)CNC(OC(C)(C)C)=O)C1=CC=C(C=C1)C (tert-butyl {[6-(5-cyanopent-1-yn-1-yl)-2-isobutyl-4-(4-methylphenyl)quinolin-3-yl]methyl}carbamate), C(C)O (ethanol). The reagents and catalysts are [C].[Pd] (palladium-carbon). The solvent is O1CCCC1 (tetrahydrofuran). Reaction conditions: time 3.5 hour. The product is C(#N)CCCCCC=1C=C2C(=C(C(=NC2=CC1)CC(C)C)CNC(OC(C)(C)C)=O)C1=CC=C(C=C1)C (tert-butyl {[6-(5-cyanopentyl)-2-isobutyl-4-(4-methylphenyl)quinolin-3-yl]methyl}carbamate). Yield: 91.7%. RXN SMILES: [C:1]([CH2:3][CH2:4][CH2:5][C:6]#[C:7][C:8]1[CH:9]=[C:10]2[C:15](=[CH:16][CH:17]=1)[N:14]=[C:13]([CH2:18][CH:19]([CH3:21])[CH3:20])[C:12]([CH2:22][NH:23][C:24](=[O:30])[O:25][C:26]([CH3:29])([CH3:28])[CH3:27])=[C:11]2[C:31]1[CH:36]=[CH:35][C:34]([CH3:37])=[CH:33][CH:32]=1)#[N:2].C(O)C>[C].[Pd].O1CCCC1>[C:1]([CH2:3][CH2:4][CH2:5][CH2:6][CH2:7][C:8]1[CH:9]=[C:10]2[C:15](=[CH:16][CH:17]=1)[N:14]=[C:13]([CH2:18][CH:19]([CH3:21])[CH3:20])[C:12]([CH2:22][NH:23][C:24](=[O:30])[O:25][C:26]([CH3:27])([CH3:28])[CH3:29])=[C:11]2[C:31]1[CH:36]=[CH:35][C:34]([CH3:37])=[CH:33][CH:32]=1)#[N:2] |f:2.3|. Reported procedure: To a solution of 3-{[(tert-butoxycarbonyl)amino]methyl}-2-isobutyl-4-(4-methylphenyl)quinolin-6-yl trifluoromethanesulfonate (3.03 g, 6.13 mmol), copper iodide (176 mg, 0.920 mmol) and hex-5-ynenitrile (2.86 g, 30.7 mmol) in tetrahydrofuran (30 ml)-triethylamine (10 ml) was added dichlorobistriphenylphosphinepalladium (431 mg, 0.613 mmol), and the mixture was stirred under an argon atmosphere at 80° C. for 10 min. The reaction mixture was diluted with ethyl acetate, washed with saturated aqueous... RXN SMILES: [C:1](=[O:2])([O-:3])[O-:4].[CH3:14][S:15]([O:16][CH2:19][c:20]1[cH:21][c:22]2[c:27]([s:28]1)[CH2:26][CH2:25][N:24]([C:29](=[O:30])[O:31][C:32]([CH3:33])([CH3:34])[CH3:35])[CH2:23]2)(=[O:17])=[O:18].[CH3:36][c:37]1[cH:38][cH:39][cH:40][cH:41][cH:42]1.[CH3:43][CH2:44][O:45][C:46](=[O:47])[CH3:48].[CH3:7][N:8]1[CH2:9][CH2:10][NH:11][CH2:12][CH2:13]1.[K+:5].[K+:6]>>[CH3:7][N:8]1[CH2:9][CH2:10][N:11]([CH2:19][c:20]2[cH:21][c:22]3[c:27]([s:28]2)[CH2:26][CH2:25][N:24]([C:29](=[O:30])[O:31][C:32]([CH3:33])([CH3:34])[CH3:35])[CH2:23]3)[CH2:12][CH2:13]1. The product is CN1CCN(Cc2cc3c(s2)CCN(C(=O)OC(C)(C)C)C3)CC1. The reactants are O=C([O-])[O-], CC(C)(C)OC(=O)N1CCc2sc(COS(C)(=O)=O)cc2C1, Cc1ccccc1, CCOC(C)=O, CN1CCNCC1, [K+], [K+].